From a dataset of the Open Reaction Database (ORD), a public repository of structured organic reaction records. describe an organic reaction: reactants, conditions, products, and yield Starting materials: CC(C)(C)C1=NC=C(C=N1)O (2-(1,1-dimethylethyl)-5-pyrimidinol), C([O-])([O-])=O.[K+].[K+] (potassium carbonate), P(OCC)(OCC)(Cl)=S (O,O-diethyl phosphorochloridothioate), [H][H] (hydrogen), P(OCC)(OCC)(Cl)=S (O,O-diethyl phosphorochloridothioate), [H][H] (hydrogen). The solvent is C(C)#N (acetonitrile). Conditions: time 1 hour. Yields the product P(OCC)(OCC)(OC=1C=NC(=NC1)C(C)(C)C)=S (O,O-diethyl O-(2-(1,1-dimethylethyl)-5-pyrimidinyl) phosphorothioate). Reaction SMILES: [CH3:1][C:2]([C:5]1[N:10]=[CH:9][C:8]([OH:11])=[CH:7][N:6]=1)([CH3:4])[CH3:3].C(=O)([O-])[O-].[K+].[K+].[P:18](=[S:26])(Cl)([O:22][CH2:23][CH3:24])[O:19][CH2:20][CH3:21].[H][H]>C(#N)C>[P:18](=[S:26])([O:11][C:8]1[CH:7]=[N:6][C:5]([C:2]([CH3:1])([CH3:3])[CH3:4])=[N:10][CH:9]=1)([O:22][CH2:23][CH3:24])[O:19][CH2:20][CH3:21] |f:1.2.3|. Procedure details: To a mixture of 98 grams of 2-(1,1-dimethylethyl)-5-pyrimidinol, 130 grams of finely powdered potassium carbonate and 800 ml of acetonitrile was added 121 grams of O,O-diethyl phosphorochloridothioate. The temperature of the reaction mixture rose to 55° C. Stirring was continued until no more starting O,O-diethyl phosphorochloridothioate could be detected by gas-liquid chromatography. The reaction appeared to be complete in about 1 hour. The salts present were then removed by filtration, the fil...